This data is from the Open Reaction Database (ORD), a public repository of structured organic reaction records. The task is: describe an organic reaction: reactants, conditions, products, and yield Reactants: C(C)(C)(C)[Si](OCC#CC=1C=CC(=C(C1)NC(C1=CC=C(C=C1)CNC1=CC(=C(C=C1)OC)OC)=O)[N+](=O)[O-])(C1=CC=CC=C1)C1=CC=CC=C1 (N-{5-[3-(tert-Butyl-diphenyl-silanyloxy)-prop-1-ynyl]-2-nitro-phenyl}-4-[(3,4-dimethoxy-phenylamino)-methyl]-benzamide), solution, [F-].C(CCC)[N+](CCCC)(CCCC)CCCC (tetrabutylammonium fluoride), F (hydrogen fluoride). The solvent is C1CCOC1 (THF), C1CCOC1 (THF), C(C)(=O)OCC (ethyl acetate), N1=CC=CC=C1 (pyridine). Conditions: time 12 hour. Yields the product COC=1C=C(C=CC1OC)NCC1=CC=C(C(=O)NC2=C(C=CC(=C2)C#CCO)[N+](=O)[O-])C=C1 (4-[(3,4-Dimethoxy-phenylamino)-methyl]-N-[5-(3-hydroxy-prop-1-ynyl)-2-nitro-phenyl]-benzamide). Reaction SMILES: C([Si](C1C=CC=CC=1)(C1C=CC=CC=1)[O:6][CH2:7][C:8]#[C:9][C:10]1[CH:11]=[CH:12][C:13]([N+:37]([O-:39])=[O:38])=[C:14]([NH:16][C:17](=[O:36])[C:18]2[CH:23]=[CH:22][C:21]([CH2:24][NH:25][C:26]3[CH:31]=[CH:30][C:29]([O:32][CH3:33])=[C:28]([O:34][CH3:35])[CH:27]=3)=[CH:20][CH:19]=2)[CH:15]=1)(C)(C)C.[F-].C([N+](CCCC)(CCCC)CCCC)CCC.F>C1COCC1.N1C=CC=CC=1.C(OCC)(=O)C>[CH3:35][O:34][C:28]1[CH:27]=[C:26]([NH:25][CH2:24][C:21]2[CH:22]=[CH:23][C:18]([C:17]([NH:16][C:14]3[CH:15]=[C:10]([C:9]#[C:8][CH2:7][OH:6])[CH:11]=[CH:12][C:13]=3[N+:37]([O-:39])=[O:38])=[O:36])=[CH:19][CH:20]=2)[CH:31]=[CH:30][C:29]=1[O:32][CH3:33] |f:1.2|. Procedure: A solution of compound 74 (871 mg, 1.24 mmol) in THF (3 mL) was treated with 1.0 M solution of tetrabutylammonium fluoride in THF (2.0 mL, 2.0 mmol) followed by 70% hydrogen fluoride in pyridine (0.1 mL), and the solution stirred under nitrogen for 12 h, diluted with ethyl acetate (200 mL) and washed with saturated NaHCO3 (50 mL) and then with water (6×100 mL), dried (Na2SO4), filtered and concentrated in vacuum. The crude material (647 mg) was pure enough for the next step without further purif... The reactants are CCOC(=O)c1cc(C)[nH]n1, O=C1CCC(=O)N1Cl, CN(C)C=O. Product: CCOC(=O)c1[nH]nc(C)c1Cl. RXN SMILES: [CH2:1]([CH3:2])[O:3][C:4](=[O:5])[c:6]1[cH:7][c:8]([CH3:11])[nH:9][n:10]1.[Cl:12][N:13]1[C:14](=[O:15])[CH2:16][CH2:17][C:18]1=[O:19].[O:20]=[CH:21][N:22]([CH3:23])[CH3:24]>>[CH2:1]([CH3:2])[O:3][C:4](=[O:5])[c:6]1[c:7]([Cl:12])[c:8]([CH3:11])[n:9][nH:10]1. Starting materials: NC1=C2C(=NC=N1)N(N=C2I)CCO (2-(4-amino-3-iodo-1H-pyrazolo[3,4-d]pyrimidin-1-yl)-1-ethanol), NC1=C2C(=NC=N1)N(N=C2I)CCO (2-(4-amino-3-iodo-1H-pyrazolo[3,4-d]pyrimidin-1-yl)-1-ethanol), COC1=C(C=CC(=C1)B1OC(C(O1)(C)C)(C)C)NC(=O)C=1N(C2=CC=CC=C2C1)C (N2-[2-methoxy-4-(4,4,5,5-tetramethyl-1,3,2-dioxaborolan-2-yl)phenyl]-1-methyl-1H-2-indolecarboxamide), C([O-])([O-])=O.[Na+].[Na+] (sodium carbonate). The reagents and catalysts are C1(=CC=CC=C1)P(C1=CC=CC=C1)C1=CC=CC=C1.C1(=CC=CC=C1)P(C1=CC=CC=C1)C1=CC=CC=C1.C1(=CC=CC=C1)P(C1=CC=CC=C1)C1=CC=CC=C1.C1(=CC=CC=C1)P(C1=CC=CC=C1)C1=CC=CC=C1.[Pd] (palladium tetrakis(triphenylphosphine)). The solvent is COCCOC (DME), O (water). Run at temperature 85 celsius. Yields the product NC1=C2C(=NC=N1)N(N=C2C2=CC(=C(C=C2)NC(=O)C=2N(C1=CC=CC=C1C2)C)OC)CCO (N2-{4-[4-amino-1-(2-hydroxyethyl)-1H-pyrazolo[3,4-d]pyrimidin-3-yl]-2-methoxyphenyl}-1-methyl-1H-2-indolecarboxamide). Isolated yield 84.0%. RXN SMILES: [NH2:1][C:2]1[N:7]=[CH:6][N:5]=[C:4]2[N:8]([CH2:12][CH2:13][OH:14])[N:9]=[C:10](I)[C:3]=12.[CH3:15][O:16][C:17]1[CH:22]=[C:21](B2OC(C)(C)C(C)(C)O2)[CH:20]=[CH:19][C:18]=1[NH:32][C:33]([C:35]1[N:36]([CH3:44])[C:37]2[C:42]([CH:43]=1)=[CH:41][CH:40]=[CH:39][CH:38]=2)=[O:34].C(=O)([O-])[O-].[Na+].[Na+]>COCCOC.O.C1(P(C2C=CC=CC=2)C2C=CC=CC=2)C=CC=CC=1.C1(P(C2C=CC=CC=2)C2C=CC=CC=2)C=CC=CC=1.C1(P(C2C=CC=CC=2)C2C=CC=CC=2)C=CC=CC=1.C1(P(C2C=CC=CC=2)C2C=CC=CC=2)C=CC=CC=1.[Pd]>[NH2:1][C:2]1[N:7]=[CH:6][N:5]=[C:4]2[N:8]([CH2:12][CH2:13][OH:14])[N:9]=[C:10]([C:21]3[CH:20]=[CH:19][C:18]([NH:32][C:33]([C:35]4[N:36]([CH3:44])[C:37]5[C:42]([CH:43]=4)=[CH:41][CH:40]=[CH:39][CH:38]=5)=[O:34])=[C:17]([O:16][CH3:15])[CH:22]=3)[C:3]=12 |f:2.3.4,7.8.9.10.11|. Reported procedure: A mixture of 2-(4-amino-3-iodo-1H-pyrazolo[3,4-d]pyrimidin-1-yl)-1-ethanol (Intermediate 3) (0.364 g, 1.19 mol), N2-[2-methoxy-4-(4,4,5,5-tetramethyl-1,3,2-dioxaborolan-2-yl)phenyl]-1-methyl-1H-2-indolecarboxamide (0.485 g, 1.19 mmol), palladium tetrakis(triphenylphosphine) (0.138 g, 0.119 mmol), and sodium carbonate (0.303 g, 2.86 mmol) in DME (12 mL) and water (12 mL) was heated at 85° C. for 4 h then cooled to ambient temperature. The DME was removed in vacuo and the resulting precipitate was... Reactants: CC(C)(C)c1csc(-c2cc3cc(CCl)ccc3o2)n1, CN(C)C=O, [H-], [I-], [K+], [Na+], COC(=O)c1ccc2cc[nH]c2c1. Yields the product COC(=O)c1ccc2ccn(Cc3ccc4oc(-c5nc(C(C)(C)C)cs5)cc4c3)c2c1. RXN SMILES: [C:3]([CH3:4])([CH3:5])([CH3:6])[c:7]1[n:8][c:9](-[c:12]2[o:13][c:14]3[c:15]([cH:16]2)[cH:17][c:18]([CH2:21][Cl:22])[cH:19][cH:20]3)[s:10][cH:11]1.[CH3:38][N:39]([CH3:40])[CH:41]=[O:42].[H-:1].[I-:37].[K+:36].[Na+:2].[nH:23]1[cH:24][cH:25][c:26]2[cH:27][cH:28][c:29]([C:32](=[O:33])[O:34][CH3:35])[cH:30][c:31]12>>[C:3]([CH3:4])([CH3:5])([CH3:6])[c:7]1[n:8][c:9](-[c:12]2[o:13][c:14]3[c:15]([cH:16]2)[cH:17][c:18]([CH2:21][n:23]2[cH:24][cH:25][c:26]4[cH:27][cH:28][c:29]([C:32](=[O:33])[O:34][CH3:35])[cH:30][c:31]24)[cH:19][cH:20]3)[s:10][cH:11]1. The reactants are CN1C(=NC2=C1C=CC=C2)C (1,2-dimethylbenzimidazole), BrCCSSCCBr (bis(2-bromoethyl) disulfide), C(CC)#N (propionitrile). Yields the product [Br-].[Br-].S(SCC[N+]1=C(N(C2=C1C=CC=C2)C)C)CC[N+]2=C(N(C1=C2C=CC=C1)C)C (3,3′-(disulfanediyldiethane-2,1-diyl)bis(1,2-dimethyl-1H-benzimidazol-3-ium) dibromide). Reaction SMILES: [CH3:1][N:2]1[C:6]2[CH:7]=[CH:8][CH:9]=[CH:10][C:5]=2[N:4]=[C:3]1[CH3:11].[Br:12][CH2:13][CH2:14][S:15][S:16][CH2:17][CH2:18]Br.[C:20](#[N:23])[CH2:21][CH3:22]>>[Br-:12].[Br-:12].[S:16]([CH2:17][CH2:18][N+:23]1[C:20]2[CH:6]=[CH:5][CH:10]=[CH:22][C:21]=2[N:2]([CH3:1])[C:3]=1[CH3:11])[S:15][CH2:14][CH2:13][N+:4]1[C:5]2[CH:10]=[CH:9][CH:8]=[CH:7][C:6]=2[N:2]([CH3:1])[C:3]=1[CH3:11] |f:3.4.5|. Reported procedure: 2.4 g of 1,2-dimethylbenzimidazole, 2.1 g of bis(2-bromoethyl) disulfide and 6 ml of propionitrile were stirred at 100 C in a sealed 20 ml reactor for 8 h. After cooling, filtration, washing with 3 times 10 ml and drying under vacuum, 2.2 g of beige solid were recovered. The analyses showed that the product was in conformity with the expected structure. The reactants are COC=1C=CC(=CC1)P2(=S)SP(=S)(S2)C=3C=CC(=CC3)OC (Lawesson's reagent), C(C)(=O)OC[C@@]1([C@H]([C@H]([C@@H](O1)N1C(=O)NC(=O)C(C)=C1)OC(C)=O)OC(C)=O)C (1-(5,2,3-Tri-O-acetyl-4-C-methyl-β-D-ribofuranosyl)thymine). Run in ClCCCl (1,2-dichloroethane). Run at time 8 hour. Yields the product C(C)(=O)OC[C@@]1([C@H]([C@H]([C@@H](O1)N1C(=O)NC(=S)C(C)=C1)OC(C)=O)OC(C)=O)C (1-(5,2,3-Tri-O-acetyl-4-C-methyl-β-D-ribofuranosyl)-4-thio-thymine). Yield: 137.3%. As a reaction SMILES: COC1C=CC(P2(SP(C3C=CC(OC)=CC=3)(=S)S2)=[S:10])=CC=1.[C:23]([O:26][CH2:27][C@@:28]1([CH3:50])[O:32][C@@H:31]([N:33]2[CH:41]=[C:39]([CH3:40])[C:37](=O)[NH:36][C:34]2=[O:35])[C@H:30]([O:42][C:43](=[O:45])[CH3:44])[C@@H:29]1[O:46][C:47](=[O:49])[CH3:48])(=[O:25])[CH3:24]>ClCCCl>[C:23]([O:26][CH2:27][C@@:28]1([CH3:50])[O:32][C@@H:31]([N:33]2[CH:41]=[C:39]([CH3:40])[C:37](=[S:10])[NH:36][C:34]2=[O:35])[C@H:30]([O:42][C:43](=[O:45])[CH3:44])[C@@H:29]1[O:46][C:47](=[O:49])[CH3:48])(=[O:25])[CH3:24]. Procedure details: Lawesson's reagent (119 mg, 0.29 mmol) was added under argon to a solution of 15 (0.167 g, 4.19 mmol) in anhydrous 1,2-dichloroethane (11 mL) and the reaction mixture was stirred overnight under reflux. The solvent was evaporated under reduced pressure and the residue was purified by silica gel column chromatography [eluent: stepwise gradient of methanol (1–2%) in chloroform] to give pure 16 (0.165 g, 95%) as a yellow foam. 1H-NMR (DMSO-d6): δ 12.81 (s, 1H, NH), 7.64 (s, 1H, H-6), 5.84 (d, 1H, H... The reactants are NCC1=C(C=C(C=C1)C#N)OC (4-aminomethyl-3-methoxybenzenenitrile), C(=O)(OC(C)(C)C)N1[C@H](C(=O)O)CCC1 (Boc-proline), OC1C(=O)NC(C1)=O (hydroxysuccinimide), C1CCC(CC1)N=C=NC2CCCCC2 (DCC). As a reaction SMILES: [C:1]([N:8]1[CH2:15][CH2:14][CH2:13][C@H:9]1[C:10]([OH:12])=O)([O:3][C:4]([CH3:7])([CH3:6])[CH3:5])=[O:2].OC1CC(=O)NC1=O.C1CCC(N=C=NC2CCCCC2)CC1.[NH2:39][CH2:40][C:41]1[CH:46]=[CH:45][C:44]([C:47]#[N:48])=[CH:43][C:42]=1[O:49][CH3:50]>C1COCC1.C(Cl)Cl>[C:47]([C:44]1[CH:45]=[CH:46][C:41]([CH2:40][NH:39][C:10](=[O:12])[C@@H:9]2[CH2:13][CH2:14][CH2:15][N:8]2[C:1]([O:3][C:4]([CH3:5])([CH3:6])[CH3:7])=[O:2])=[C:42]([O:49][CH3:50])[CH:43]=1)#[N:48]. Reported procedure: 16.0 g of Boc-proline (50 mmol), dissolved in 80 ml of THF, were stirred with 5.7 g of hydroxysuccinimide and 10.2 g of DCC in methylene chloride at 0° C. for 30 min. Then 8.0 g (50 mmol) of 4-aminomethyl-3-methoxybenzenenitrile [sic] dissolved in 50 ml of THF were added dropwise at 0° C., and the mixture was stirred at room temperature for 20 h. The solid was filtered off, the filtrate was mixed with the same volume of ethyl acetate and washed with cooled 5% strength NaHSO4 solution and saturat... The solvent is C1CCOC1 (THF), C1CCOC1 (THF), C(Cl)Cl (methylene chloride). Yields the product C(#N)C1=CC(=C(CNC([C@H]2N(CCC2)C(=O)OC(C)(C)C)=O)C=C1)OC (Boc-proline 4-cyano-2-methoxybenzylamide). Run at time 20 hour. Yield: 64.0%. Reactants: COc1ccc(C(C)C#N)cc1CNC1CCCN(C(=O)OC(C)(C)C)C1c1ccccc1, CC(C)(C)OC(=O)N1CCCC(N)C1c1ccccc1, COc1ccc(C(C)(C)C#Cc2ccccc2)cc1C=O. Yields the product COc1ccc(C(C)(C)C#Cc2ccccc2)cc1CNC1CCCN(C(=O)OC(C)(C)C)C1c1ccccc1. As a reaction SMILES: [C:42]([O:43][C:44]([N:45]1[CH2:46][CH2:47][CH2:48][CH:49]([NH:50][CH2:51][c:52]2[cH:53][c:54]([CH:55]([C:56]#[N:57])[CH3:58])[cH:59][cH:60][c:61]2[O:62][CH3:63])[CH:64]1[c:65]1[cH:66][cH:67][cH:68][cH:69][cH:70]1)=[O:71])([CH3:72])([CH3:73])[CH3:74].[NH2:22][CH:23]1[CH:24]([c:36]2[cH:37][cH:38][cH:39][cH:40][cH:41]2)[N:25]([C:29](=[O:30])[O:31][C:32]([CH3:33])([CH3:34])[CH3:35])[CH2:26][CH2:27][CH2:28]1.[c:1]1([C:7]#[C:8][C:9]([CH3:10])([CH3:11])[c:12]2[cH:13][cH:14][c:15]([O:20][CH3:21])[c:16]([CH:17]=[O:18])[cH:19]2)[cH:2][cH:3][cH:4][cH:5][cH:6]1>>[c:1]1([C:7]#[C:8][C:9]([CH3:10])([CH3:11])[c:12]2[cH:13][cH:14][c:15]([O:20][CH3:21])[c:16]([CH2:17][NH:22][CH:23]3[CH:24]([c:36]4[cH:37][cH:38][cH:39][cH:40][cH:41]4)[N:25]([C:29](=[O:30])[O:31][C:32]([CH3:33])([CH3:34])[CH3:35])[CH2:26][CH2:27][CH2:28]3)[cH:19]2)[cH:2][cH:3][cH:4][cH:5][cH:6]1.